describe an organic reaction: reactants, conditions, products, and yield From a dataset of the Open Reaction Database (ORD), a public repository of structured organic reaction records. Starting materials: CCO, [Ca+2], [Cl-], [Cl-], [Fe], O=[N+]([O-])c1ccc(CSc2ncccn2)cc1. Reaction SMILES: [CH3:22][CH2:23][OH:24].[Ca+2:20].[Cl-:18].[Cl-:19].[Fe:21].[N+:1]([O-:2])(=[O:3])[c:4]1[cH:5][cH:6][c:7]([CH2:8][S:9][c:10]2[n:11][cH:12][cH:13][cH:14][n:15]2)[cH:16][cH:17]1>>[NH2:1][c:4]1[cH:5][cH:6][c:7]([CH2:8][S:9][c:10]2[n:11][cH:12][cH:13][cH:14][n:15]2)[cH:16][cH:17]1. Yields the product Nc1ccc(CSc2ncccn2)cc1. Starting materials: ClC=1C=2CC3=C(C(N(C3)[C@H](C(=O)NC3=NC=CC=C3)CC3CCCCC3)=O)OC2C=CC1 ((S)-2-(8-chloro-3-oxo-3,9-dihydro-1H-chromeno[2,3-c]pyrrol-2-yl)-3-cyclohexyl-N-pyridin-2-ylpropionamide), NC=1SC=CN1 (2-aminothiazole), N-ethyl-N-dimethyaminopropyl carbodiimide hydrochloride, ON1N=NC2=C1C=CC=C2 (N-hydroxybenzotriazole). Run in C(Cl)Cl (methylene chloride), O (water). The product is ClC=1C=2CC3=C(C(N(C3)[C@H](C(=O)NC=3SC=CN3)CC3CCCCC3)=O)OC2C=CC1 ((S)-2-(8-Chloro-3-oxo-3,9-dihydro-1H-chromeno[2,3-c]pyrrol-2-yl)-3-cyclohexyl-N-thiazol-2-yl-propionamide). Isolated yield 39.2%. As a reaction SMILES: [Cl:1][C:2]1[C:3]2[CH2:4][C:5]3[CH2:9][N:8]([C@@H:10]([CH2:20][CH:21]4[CH2:26][CH2:25][CH2:24][CH2:23][CH2:22]4)[C:11]([NH:13][C:14]4C=C[CH:17]=[CH:16][N:15]=4)=[O:12])[C:7](=[O:27])[C:6]=3[O:28][C:29]=2[CH:30]=[CH:31][CH:32]=1.NC1[S:35]C=CN=1.ON1C2C=CC=CC=2N=N1>C(Cl)Cl.O>[Cl:1][C:2]1[C:3]2[CH2:4][C:5]3[CH2:9][N:8]([C@@H:10]([CH2:20][CH:21]4[CH2:26][CH2:25][CH2:24][CH2:23][CH2:22]4)[C:11]([NH:13][C:14]4[S:35][CH:17]=[CH:16][N:15]=4)=[O:12])[C:7](=[O:27])[C:6]=3[O:28][C:29]=2[CH:30]=[CH:31][CH:32]=1. Reported procedure: A solution of (S)-2-(8-chloro-3-oxo-3,9-dihydro-1H-chromeno[2,3-c]pyrrol-2-yl)-3-cyclohexyl-propionic acid (200 mg, 2.1 mmol) (from Example 1, Step 3), commercially available 2-aminothiazole (110 mg, 0.63 mmol), N-ethyl-N-dimethyaminopropyl carbodiimide hydrochloride (EDCI. HCl) (112 mg, 0.59 mmol), and N-hydroxybenzotriazole (HOBt) (79 mg, 0.59 mmol) in methylene chloride (10 mL) was stirred for 16 hours at 25° C. The reaction mixture was diluted with water and extracted with ethyl acetate (3×)... Starting materials: C(C)OC(=O)C=1C=NC2=CC(=C(C=C2C1Cl)OC)OCCCC1CNCCC1 (4-chloro-6-methoxy-7-(3-piperidylpropoxy)quinoline-3-carboxylic acid ethyl ester), Cl.CC(C)OC1=CC=C(C=C1)NC(=O)N1CCNCC1 (N-[4-(methylethoxy)phenyl]piperazinylcarboxamide hydrochloride). Solvent: CN(C)C=O (DMF). Reaction conditions: temperature 40 celsius. Product: C(C)OC(=O)C=1C=NC2=CC(=C(C=C2C1N1CCN(CC1)C(NC1=CC=C(C=C1)OC(C)C)=O)OC)OCCCN1CCCCC1 (4-{4-(4-Isopropoxy-phenylcarbamoyl)-piperazin-1-yl]-6-methoxy-7-(3-piperidin-1-yl-propoxy)-quinolin-3-carboxylic Acid Ethyl Ester). RXN SMILES: [CH2:1]([O:3][C:4]([C:6]1[CH:7]=[N:8][C:9]2[C:14]([C:15]=1Cl)=[CH:13][C:12]([O:17][CH3:18])=[C:11]([O:19][CH2:20][CH2:21][CH2:22]C1CCCNC1)[CH:10]=2)=[O:5])[CH3:2].Cl.[CH3:30][CH:31]([O:33][C:34]1[CH:39]=[CH:38][C:37]([NH:40][C:41]([N:43]2[CH2:48][CH2:47][NH:46][CH2:45][CH2:44]2)=[O:42])=[CH:36][CH:35]=1)[CH3:32]>CN(C=O)C>[CH2:1]([O:3][C:4]([C:6]1[CH:7]=[N:8][C:9]2[C:14]([C:15]=1[N:46]1[CH2:45][CH2:44][N:43]([C:41](=[O:42])[NH:40][C:37]3[CH:38]=[CH:39][C:34]([O:33][CH:31]([CH3:30])[CH3:32])=[CH:35][CH:36]=3)[CH2:48][CH2:47]1)=[CH:13][C:12]([O:17][CH3:18])=[C:11]([O:19][CH2:20][CH2:21][CH2:22][N:8]1[CH2:9][CH2:14][CH2:15][CH2:6][CH2:7]1)[CH:10]=2)=[O:5])[CH3:2] |f:1.2|. Procedure details: To the DMF solution (3 mL) of the 4-chloroquinoline (0.175 g, 0.487 mmol) from step A added K2CO3 (0.155 g, 1.10 mmol) followed by N-[4-(methylethoxy)phenyl]piperazinylcarboxamide hydrochloride (0.169 g, 0.535 mmol). The reaction mixture was heated to 40° C. overnight, during that period starting materials were consumed. After cooling diluted with EtOAc/water and the layers were separated. The organic layer was dried, filtered and evaporated to afford desired product as a crude residue. The crud... Yields the product C(C)(CC)NCC(=O)C1=C2C=CC(NC2=C(C=C1)O)=O (5-sec-butylaminoacetyl-8-hydroxycarbostyril). The yield is 58.4%. RXN SMILES: Cl[CH2:2][C:3]([C:5]1[CH:14]=[CH:13][C:12]([OH:15])=[C:11]2[C:6]=1[CH:7]=[CH:8][C:9](=[O:16])[NH:10]2)=[O:4].[CH:17]([NH2:21])([CH2:19][CH3:20])[CH3:18].Cl>C(O)C>[CH:17]([NH:21][CH2:2][C:3]([C:5]1[CH:14]=[CH:13][C:12]([OH:15])=[C:11]2[C:6]=1[CH:7]=[CH:8][C:9](=[O:16])[NH:10]2)=[O:4])([CH2:19][CH3:20])[CH3:18]. The solvent is C(C)O (ethanol). The reactants are ClCC(=O)C1=C2C=CC(NC2=C(C=C1)O)=O (5-chloroacetyl-8-hydroxycarbostyril), C(C)(CC)N (sec-butylamine), Cl (hydrochloric acid). Procedure details: 4.3 g of the 5-chloroacetyl-8-hydroxycarbostyril (IV) obtained in Example 4 or 8 was suspended in 50 ml of ethanol, and 5 g of sec-butylamine was added dropwise to the resulting suspension while stirring followed by stirring at 60° to 65° C. for 5 hours. After cooling, the resulting mixture was adjusted to a pH of 3 with concentrated hydrochloric acid. The precipitated crystals were filtered, washed with acetone and recrystallized from methanol-ethanol (1:1 by volume) to obtain 2.9 g of 5-sec-bu... The reactants are Cl.COC=1C=C(C=CC1)C1(CN(CC(O1)C)C)C (2-(3-methoxyphenyl)-2,4,6-trimethylmorpholine hydrochloride). Run in C1(=CC=CC=C1)C (toluene). The product is OC=1C=C(C=CC1)C1(CN(CC(O1)C)C)C (2-(3-Hydroxyphenyl)-2,4,6-trimethylmorpholine). Reaction SMILES: Cl.C[O:3][C:4]1[CH:5]=[C:6]([C:10]2([CH3:18])[O:15][CH:14]([CH3:16])[CH2:13][N:12]([CH3:17])[CH2:11]2)[CH:7]=[CH:8][CH:9]=1>C1(C)C=CC=CC=1>[OH:3][C:4]1[CH:5]=[C:6]([C:10]2([CH3:18])[O:15][CH:14]([CH3:16])[CH2:13][N:12]([CH3:17])[CH2:11]2)[CH:7]=[CH:8][CH:9]=1 |f:0.1|. Procedure details: 2-(3-methoxyphenyl)-2,4,6-trimethylmorpholine hydrochloride (Isomer B) (2.49 g) was heated under reflux with redistilled constant boiling hydrobromic acid (20 ml) under nitrogen for 1 hour. After cooling and diluting with water to 40 ml the mixture was basified with conc. aqueous ammonia. The oil which precipitated was extracted with dichloromethane. After drying (MgSO4) the solvent was removed affording a colourless oil which gave 1.16 g of colourless rhombs mp 142°-143° C. from toluene. (Found... Reactants: C(C)(C)OC([C@@H](O)CC(=O)OC(C)C)=O (diisopropyl-(S)-(−)-malate), C[Si](C)(C)[N-][Si](C)(C)C.[Li+] (lithium bis(trimethylsilyl)amide), [NH4+].[Cl-] (NH4Cl), oil, IC (Iodomethane). Run in O (water), C1CCOC1 (THF), C1CCOC1 (THF). Reaction conditions: temperature 20 celsius, time 16 hour. Product: C[C@H](C(=O)OC(C)C)[C@H](C(=O)OC(C)C)O (di-isopropyl (2S,3R)-2-methyl-3-hydroxybutanedioate). RXN SMILES: [CH:1]([O:4][C:5](=[O:15])[C@H:6]([CH2:8][C:9]([O:11][CH:12]([CH3:14])[CH3:13])=[O:10])[OH:7])([CH3:3])[CH3:2].[CH3:16][Si]([N-][Si](C)(C)C)(C)C.[Li+].IC.[NH4+].[Cl-]>C1COCC1.O>[CH3:16][C@@H:8]([C@@H:6]([OH:7])[C:5]([O:4][CH:1]([CH3:2])[CH3:3])=[O:15])[C:9]([O:11][CH:12]([CH3:14])[CH3:13])=[O:10] |f:1.2,4.5|. Reported procedure: To a cold (−78° C.) solution of diisopropyl-(S)-(−)-malate (4.72 mL, 22.9 mmol, 1 eq.) in anhydrous THF (8.50 mL) was added slowly a solution (1 M) of lithium bis(trimethylsilyl)amide (48.1 mL, 48.1 mmol, 2.10 eq.) in THF. The temperature was raised to 20° C. over 30 minutes, than lowered again to −78° C. Iodomethane (1.7 mL, 28 mmol, 1.20 eq.) was added and the mixture stirred at RT for 16 hours. The reaction mixture was then cooled to 0° C. and a saturated solution of NH4Cl was added. The resu... The reactants are N[C@H](COC=1C(=CC2=C(N(C(C3=C(N=CC=C23)C)=O)C)C1)I)CC(C)C ((S)-8-((2-amino-4-methylpentyl)oxy)-9-iodo-4,6-dimethylbenzo[c][2,7]naphthyridin-5(6H)-one), C(C)N(C(C)C)C(C)C (N-ethyl-N-isopropylpropan-2-amine), C1(OC(C2=CC=CC=C12)=O)=O (isobenzofuran-1,3-dione). Solvent: O1CCOCC1 (1,4-dioxane), C(Cl)Cl (DCM), CCOC(=O)C (EtOAc). Yields the product IC1=CC2=C(N(C(C3=C(N=CC=C23)C)=O)C)C=C1OC[C@H](CC(C)C)N1C(C2=CC=CC=C2C1=O)=O ((S)-2-(1-((9-iodo-4,6-dimethyl-5-oxo-5,6-dihydrobenzo[c][2,7]naphthyridin-8-yl)oxy)-4-methylpentan-2-yl)isoindoline-1,3-dione). The yield is 60.0%. Reaction SMILES: [NH2:1][C@@H:2]([CH2:23][CH:24]([CH3:26])[CH3:25])[CH2:3][O:4][C:5]1[C:6]([I:22])=[CH:7][C:8]2[C:17]3[C:12](=[C:13]([CH3:18])[N:14]=[CH:15][CH:16]=3)[C:11](=[O:19])[N:10]([CH3:20])[C:9]=2[CH:21]=1.C(N(C(C)C)C(C)C)C.[C:36]1(=O)[C:44]2[C:39](=[CH:40][CH:41]=[CH:42][CH:43]=2)[C:38](=[O:45])[O:37]1>O1CCOCC1.CCOC(C)=O.C(Cl)Cl>[I:22][C:6]1[C:5]([O:4][CH2:3][C@@H:2]([N:1]2[C:36](=[O:37])[C:44]3[C:39](=[CH:40][CH:41]=[CH:42][CH:43]=3)[C:38]2=[O:45])[CH2:23][CH:24]([CH3:26])[CH3:25])=[CH:21][C:9]2[N:10]([CH3:20])[C:11](=[O:19])[C:12]3[C:17]([C:8]=2[CH:7]=1)=[CH:16][CH:15]=[N:14][C:13]=3[CH3:18]. Procedure: To a solution of (S)-8-((2-amino-4-methylpentyl)oxy)-9-iodo-4,6-dimethylbenzo[c][2,7]naphthyridin-5(6H)-one (130 mg, 0.140 mmol) in 1,4-dioxane (3 mL) was added N-ethyl-N-isopropylpropan-2-amine (54.2 mg, 0.419 mmol) and isobenzofuran-1,3-dione (24.83 mg, 0.168 mmol). The reaction mixture was refluxed for 16 h. After cooling, the reaction mixture was diluted with EtOAc (10 mL). The organics were washed with water, saturated aqueous NaHCO3. The combined aqueous layers were extracted with ethyl ac...